Dataset: the Open Reaction Database (ORD), a public repository of structured organic reaction records. Task: describe an organic reaction: reactants, conditions, products, and yield The reactants are FC1=CC=C(C=C1)N1C=NC=C1C(=O)OCC (ethyl 1-(4-fluorophenyl)-1H-imidazole-5-carboxylate), [H-].C(C(C)C)[Al+]CC(C)C (diisobutylaluminum hydride), O.O.O.O.O.O.O.O.O.O.S(=O)(=O)([O-])[O-].[Na+].[Na+] (sodium sulfate decahydrate). Solvent: O1CCCC1 (tetrahydrofuran). Run at temperature 0 celsius, time 1 hour. Yields the product FC1=CC=C(C=C1)N1C=NC=C1CO ([1-(4-fluorophenyl)-1H-imidazol-5-yl]methanol). Yield: 53.3%. Reaction SMILES: [F:1][C:2]1[CH:7]=[CH:6][C:5]([N:8]2[C:12]([C:13](OCC)=[O:14])=[CH:11][N:10]=[CH:9]2)=[CH:4][CH:3]=1.[H-].C([Al+]CC(C)C)C(C)C.O.O.O.O.O.O.O.O.O.O.S([O-])([O-])(=O)=O.[Na+].[Na+]>O1CCCC1>[F:1][C:2]1[CH:3]=[CH:4][C:5]([N:8]2[C:12]([CH2:13][OH:14])=[CH:11][N:10]=[CH:9]2)=[CH:6][CH:7]=1 |f:1.2,3.4.5.6.7.8.9.10.11.12.13.14.15|. Procedure details: To a solution of ethyl 1-(4-fluorophenyl)-1H-imidazole-5-carboxylate (9.37 g) in tetrahydrofuran (100 ml) was added dropwise diisobutylaluminum hydride (1.5 mol/l toluene solution, 60 ml) at 0° C. The mixture was stirred at 0° C. for 1 hr., sodium sulfate decahydrate (13.0 g) was added and the mixture was stirred at room temperature for 1 hr. The reaction mixture was filtered, and the organic layer was concentrated to give [1-(4-fluorophenyl)-1H-imidazol-5-yl]methanol (4.10 g, 53%) as crystals. ... Reactants: COC1=CC=C(C=C1)CN, C1=CC=C(C=C1)NC2=NC=CC(=C2)Cl. Reagents/catalysts: CC(C)(C)[O-].[Na+], CC(C1CCCC1P(C2CCCCC2)C3CCCCC3)P(C(C)(C)C)C(C)(C)C.C1CCCC1.[Fe], CC(=O)O.CC(=O)O.[Pd]. Run in CC(=O)N(C)C. Run at temperature 100 celsius. Product: COC1=CC=C(C=C1)CNC2=CC(=NC=C2)NC3=CC=CC=C3. Isolated yield 67.7%. Procedure details: (4-methoxyphenyl)methanamine (73.7 mg, 0.54 mmol), 4-chloro-N- phenylpyridin-2-amine (100 mg, 0.49 mmol) and sodium 2-methylpropan-2-olate (94 mg, 0.98 mmol) were suspended in DMA (2 mL) and sealed into a microwave tube. Nitrogen was bubbled through the reaction mixture for 5 minutes. (R)-(-)-1-[(S)-2-(DICYCLOHEXYLPHOSPHINO)FERROCENYL]ETHYLDI-T-BUTYLPHOSPHINE (32.5 mg, 0.06 mmol) and diacetoxypalladium (8.78 mg, 0.04 mmol) were added to the reaction mixture and nitrogen was bubbled through the r... Reactants: solution E, P(O)(O)(O)=O (phosphoric acid), L-ascorbyl 2-monophosphate, sodium salts, O=C1C(O)=C(O)[C@H](O1)[C@@H](O)CO (L-ascorbic acid). Product: C([C@@H]([C@@H]1C(=C(C(=O)O1)OP(=O)(O)O)O)O)O (ascorbyl monophosphate). RXN SMILES: [O:1]=[C:2]1[O:8][C@H:7]([C@H:9]([CH2:11][OH:12])[OH:10])[C:5]([OH:6])=[C:3]1[OH:4].[P:13](=O)([OH:16])([OH:15])[OH:14]>>[CH2:11]([OH:12])[C@H:9]([OH:10])[C@H:7]1[O:8][C:2](=[O:1])[C:3]([O:4][P:13]([OH:16])([OH:15])=[O:14])=[C:5]1[OH:6]. Procedure details: The solution E contained sodium salts of L-ascorbic acid, phosphoric acid and some L-ascorbyl 2-monophosphate, and can be recycled to the phosphorylation process for producing further ascorbyl monophosphate. The solution F contained only a small amount of the remaining L-ascorbic acid and can be recycled to the next batch for separation. Starting materials: C(=O)N(C)CC(=O)O (N-formylsarcosine), C(C#C)(=O)OCC (ethyl propiolate), C(C)(=O)OC(C)=O (acetic anhydride). The product is CN1C=C(C=C1)C(=O)OCC (ethyl 1-methyl-3-pyrrolecarboxylate). Isolated yield 71.3%. Reaction SMILES: [CH:1]([N:3]([CH2:5][C:6](O)=O)C)=O.[C:9]([O:13][CH2:14][CH3:15])(=[O:12])[C:10]#[CH:11].C(OC(=O)C)(=O)C>>[CH3:1][N:3]1[CH:5]=[CH:6][C:10]([C:9]([O:13][CH2:14][CH3:15])=[O:12])=[CH:11]1. Procedure: Using 117.1 g (1 mol) of N-formylsarcosine, 98.1 g (1 mol) of ethyl propiolate and 638 ml of acetic anhydride, a reaction and post treatment were conducted in a similar manner as in Referential Example 1. The resulting brown oil was distilled under reduced pressure and a 103°-104° C. fraction was collected under 4 mmHg, whereby 109.19 g of the title compound were obtained (yield: 71.3%). Reactants: C(=O)[O-].[NH4+] (ammonium formate), C(N)(OC1CC(N(C=2C=C3C(=CC12)OC(O3)CC3=CC=CC=C3)C(C)=O)C)=O (benzyl-5-acetyl-6-methyl-5,6,7,8-tetrahydro-[1,3]dioxolo[4,5-g]quinolin-8-yl carbamate), [H][H] (hydrogen). Reagents/catalysts: [C].[Pd] (palladium carbon). Run in C(C)O (ethanol). Run at time 1 hour. Yields the product NC1CC(N(C=2C=C3C(=CC12)OCO3)C(C)=O)C (1-(8-amino-6-methyl-7,8-dihydro-[1,3]dioxolo[4.5-g]quinolin-5(6H)-yl)ethanone). Isolated yield 94.4%. As a reaction SMILES: C(=O)(O[CH:4]1[C:13]2[CH:12]=[C:11]3[O:14][CH:15](CC4C=CC=CC=4)[O:16][C:10]3=[CH:9][C:8]=2[N:7]([C:24](=[O:26])[CH3:25])[CH:6]([CH3:27])[CH2:5]1)N.C([O-])=O.[NH4+:32].[H][H]>C(O)C.[C].[Pd]>[NH2:32][CH:4]1[C:13]2[CH:12]=[C:11]3[O:14][CH2:15][O:16][C:10]3=[CH:9][C:8]=2[N:7]([C:24](=[O:26])[CH3:25])[CH:6]([CH3:27])[CH2:5]1 |f:1.2,5.6|. Procedure details: [Step 4] 375 mg (0.96 mmol) of the benzyl-5-acetyl-6-methyl-5,6,7,8-tetrahydro-[1,3]dioxolo[4,5-g]quinolin-8-yl carbamate were dissolved in 4 mL of ethanol followed by adding 242 mg (3.84 mmol) of ammonium formate and further adding 100 mg of palladium carbon. The system was replaced with hydrogen followed by stirring for 1 hour. Following completion of the reaction, the reaction liquid was filtered with celite and the filtrate was concentrated under reduced pressure. The residue was dissolved i... Reactants: CCO, COCCOCCOC, Cl, [N-]=[N+]=CC(=O)c1cccc(S(N)(=O)=O)c1. Product: NS(=O)(=O)c1cccc(C(=O)CCl)c1. As a reaction SMILES: [CH3:17][CH2:18][OH:19].[CH3:20][O:21][CH2:22][CH2:23][O:24][CH2:25][CH2:26][O:27][CH3:28].[ClH:16].[S:1]([NH2:2])(=[O:3])(=[O:4])[c:5]1[cH:6][c:7]([C:11]([CH:12]=[N+:13]=[N-:14])=[O:15])[cH:8][cH:9][cH:10]1>>[S:1]([NH2:2])(=[O:3])(=[O:4])[c:5]1[cH:6][c:7]([C:11]([CH2:12][Cl:16])=[O:15])[cH:8][cH:9][cH:10]1. Starting materials: CCCSCCCN(CC)CC(O)COc1ccc(C#N)cc1, CO, O=C(OO)c1cccc(Cl)c1. The product is CCCS(=O)CCCN(CC)CC(O)COc1ccc(C#N)cc1. RXN SMILES: [CH2:1]([CH3:2])[N:3]([CH2:4][CH:5]([CH2:6][O:7][c:8]1[cH:9][cH:10][c:11]([C:12]#[N:13])[cH:14][cH:15]1)[OH:16])[CH2:17][CH2:18][CH2:19][S:20][CH2:21][CH2:22][CH3:23].[CH3:35][OH:36].[Cl:24][c:25]1[cH:26][cH:27][cH:28][c:29]([C:30]([O:31][OH:33])=[O:32])[cH:34]1>>[CH2:1]([CH3:2])[N:3]([CH2:4][CH:5]([CH2:6][O:7][c:8]1[cH:9][cH:10][c:11]([C:12]#[N:13])[cH:14][cH:15]1)[OH:16])[CH2:17][CH2:18][CH2:19][S:20]([CH2:21][CH2:22][CH3:23])=[O:32]. Procedure details: Intermediate 19 (0.88 g, 5.64 mmol) was dissolved in THF (12 mL) and (carbethoxymethylene)triphenylphosphorane (1.96 g, 5.64 mmol) was then added. The solution was stirred at 50° C. for 12 hours. The mixture was concentrated and the residue was purified by column chromatography on silica gel using n-hexane/AcOEt (5:1) as eluent. The title compound was obtained (1.10 g, 89%) as pale yellow oil. Yields the product FC(/C=C/C(=O)OCC)(C1=CC=CC=C1)F (Ethyl (2E)-4,4-difluoro-4-phenylbut-2-enoate). Run in C1CCOC1 (THF). Reactants: FC(C=O)(C1=CC=CC=C1)F (Difluoro(phenyl)acetaldehyde), C(=O)(OCC)C=P(C1=CC=CC=C1)(C1=CC=CC=C1)C1=CC=CC=C1 ((carbethoxymethylene)triphenylphosphorane). Conditions: temperature 50 celsius, time 12 hour. As a reaction SMILES: [F:1][C:2]([F:11])([C:5]1[CH:10]=[CH:9][CH:8]=[CH:7][CH:6]=1)[CH:3]=O.[C:12]([CH:17]=P(C1C=CC=CC=1)(C1C=CC=CC=1)C1C=CC=CC=1)([O:14][CH2:15][CH3:16])=[O:13]>C1COCC1>[F:1][C:2]([F:11])([C:5]1[CH:10]=[CH:9][CH:8]=[CH:7][CH:6]=1)/[CH:3]=[CH:17]/[C:12]([O:14][CH2:15][CH3:16])=[O:13]. Product: C(CCC)OC(C=C(C=CC=C(C=CC1=C(C(=C(C=C1C)C)Cl)C)C)C)=O (9-(3-chloro-2,4,6-trimethyl-phenyl),3,7-dimethyl-nona-2,4,6,8-tetraen-1-oic acid butyl ester). Procedure: 16 g of 3-chloro-2,4,6-trimethyl-benzyl-triphenylphosphonium chloride and 10 g of 7-formyl-3-methyl-octa-2,4,6-trien-1-oic acid butyl ester are heated to boiling with stirring after the addition of 40 g of 1,2-butylene oxide. The 1,2-butylene oxide is slowly distilled off. The reaction mixture is stirred for 30 minutes at 80°-82° C, then cooled and thoroughly extracted with hexane. The hexane extract is shaken out 5 times with 50 ml of methanol/water 70:30 parts by volume each time, then dried o... The reactants are [Cl-].ClC=1C(=C(C[P+](C2=CC=CC=C2)(C2=CC=CC=C2)C2=CC=CC=C2)C(=CC1C)C)C (3-chloro-2,4,6-trimethyl-benzyl-triphenylphosphonium chloride), C(CCC)OC(C=C(C=CC=C(C)C=O)C)=O (7-formyl-3-methyl-octa-2,4,6-trien-1-oic acid butyl ester), C1C(CC)O1 (1,2-butylene oxide). As a reaction SMILES: [Cl-].[Cl:2][C:3]1[C:4]([CH3:31])=[C:5]([C:26]([CH3:30])=[CH:27][C:28]=1[CH3:29])[CH2:6][P+](C1C=CC=CC=1)(C1C=CC=CC=1)C1C=CC=CC=1.[CH2:32]([O:36][C:37](=[O:48])[CH:38]=[C:39]([CH3:47])[CH:40]=[CH:41][CH:42]=[C:43]([CH:45]=O)[CH3:44])[CH2:33][CH2:34][CH3:35].C1OC1CC>>[CH2:32]([O:36][C:37](=[O:48])[CH:38]=[C:39]([CH3:47])[CH:40]=[CH:41][CH:42]=[C:43]([CH3:45])[CH:44]=[CH:6][C:5]1[C:26]([CH3:30])=[CH:27][C:28]([CH3:29])=[C:3]([Cl:2])[C:4]=1[CH3:31])[CH2:33][CH2:34][CH3:35] |f:0.1|.